Dataset: the Open Reaction Database (ORD), a public repository of structured organic reaction records. Task: describe an organic reaction: reactants, conditions, products, and yield As a reaction SMILES: [CH3:1][N:2]1[CH2:8][CH2:7][CH:6]([OH:9])[C:5]2[CH:10]=[CH:11][O:12][C:4]=2[CH2:3]1.[CH3:13][NH:14][C:15]([C:17]1[C:18]([Cl:24])=[C:19](F)[CH:20]=[CH:21][CH:22]=1)=[O:16]>>[ClH:24].[CH3:13][NH:14][C:15]([C:17]1[C:18]([Cl:24])=[C:19]([O:9][CH:6]2[CH2:7][CH2:8][N:2]([CH3:1])[CH2:3][C:4]3[O:12][CH:11]=[CH:10][C:5]2=3)[CH:20]=[CH:21][CH:22]=1)=[O:16] |f:2.3|. Yields the product Cl.CNC(=O)C=1C(=C(C=CC1)OC1C2=C(CN(CC1)C)OC=C2)Cl (4-(3-Methylcarbamoyl-2-chlorophenyloxy)-7-methyl-5,6,7,8-tetrahydro-4H-furo[2,3-c]azepine hydrochloride). Procedure details: The same method as in Example 3 was conducted using 7-methyl-5,6,7,8-tetrahydro-4H-furo[2,3-c]azepin-4-ol (Reference Example 19) instead of 6-methyl-4,5,6,7-tetrahydrothieno[2,3-c]pyridin-4-ol (Reference Example 6) and was conducted using 3-methylcarbamoyl-2-chloro-1-fluorobenzene instead of 1,3-difluorobenzene to give the objective compound. Starting materials: CN1CC2=C(C(CC1)O)C=CO2 (7-methyl-5,6,7,8-tetrahydro-4H-furo[2,3-c]azepin-4-ol), CNC(=O)C=1C(=C(C=CC1)F)Cl (3-methylcarbamoyl-2-chloro-1-fluorobenzene). Reactants: S1C=CC=2C=NC=CC21 (Thieno[3,2-c]pyridine), [O-]S(=O)(=O)[O-].[Mg+2] (MgSO4), BrBr (bromine), C(=O)(O)[O-].[Na+] (NaHCO3), OP(=O)([O-])[O-].[K+].[K+] (K2HPO4). The solvent is O (water), C(Cl)Cl (CH2Cl2), C(Cl)(Cl)Cl (chloroform). The product is BrC1=CSC2=C1C=NC=C2 (3-Bromo-thieno[3,2-c]pyridine). The yield is 28.5%. As a reaction SMILES: [S:1]1[C:9]2[CH:8]=[CH:7][N:6]=[CH:5][C:4]=2[CH:3]=[CH:2]1.C([O-])(O)=O.[Na+].OP([O-])([O-])=O.[K+].[K+].[O-]S([O-])(=O)=O.[Mg+2].[Br:28]Br>O.C(Cl)Cl.C(Cl)(Cl)Cl>[Br:28][C:3]1[C:4]2[CH:5]=[N:6][CH:7]=[CH:8][C:9]=2[S:1][CH:2]=1 |f:1.2,3.4.5,6.7|. Procedure details: 1.46 g of Thieno[3,2-c]pyridine (10.8 mmol), 907 mg of NaHCO3 (10.8 mmol), 2.82 g of K2HPO4 (16.2 mmol) and 1.69 g of MgSO4 (14.04 mmol) are placed into the flask with 40 ml of chloroform. The reaction mixture is stirred under reflux. 0.72 ml of bromine (14.04 mmol) is added slowly to the mixture and kept stirring for overnight. CH2Cl2 and water are added to the cooled reaction mixture and separated CH2Cl2 layer is dried over Na2SO4 and evaporated. The crude product is applied onto a silica-gel ... Reactants: C1(=CC=CC=C1)CCS(=O)(=O)N1CCC(CC1)CN (C-[1-(2-phenyl-ethanesulfonyl)-piperidin-4-yl]-methylamine), ClC1=NC2=CC=CC=C2C(=N1)N (2-chloro-quinazolin-4-yl-amine). The product is C1(=CC=CC=C1)CCS(=O)(=O)N1CCC(CC1)CNC1=NC2=CC=CC=C2C(=N1)N (N2-[1-(2-Phenyl-ethanesulfonyl)-piperidin-4-ylmethyl]-quinazoline-2,4-diamine). Reaction SMILES: [C:1]1([CH2:7][CH2:8][S:9]([N:12]2[CH2:17][CH2:16][CH:15]([CH2:18][NH2:19])[CH2:14][CH2:13]2)(=[O:11])=[O:10])[CH:6]=[CH:5][CH:4]=[CH:3][CH:2]=1.Cl[C:21]1[N:30]=[C:29]([NH2:31])[C:28]2[C:23](=[CH:24][CH:25]=[CH:26][CH:27]=2)[N:22]=1>>[C:1]1([CH2:7][CH2:8][S:9]([N:12]2[CH2:13][CH2:14][CH:15]([CH2:18][NH:19][C:21]3[N:30]=[C:29]([NH2:31])[C:28]4[C:23](=[CH:24][CH:25]=[CH:26][CH:27]=4)[N:22]=3)[CH2:16][CH2:17]2)(=[O:10])=[O:11])[CH:6]=[CH:5][CH:4]=[CH:3][CH:2]=1. Reported procedure: EXAMPLE 81 was prepared from C-[1-(2-phenyl-ethanesulfonyl)-piperidin-4-yl]-methylamine and 2-chloro-quinazolin-4-yl-amine (2-chloro-quinazolin-4-ylamine was prepared from 2,4-dichloroquinazoline and ammonia in THF at room temperature; N. B. Chapman, G. M. Gibson, F. G. Mann, J. Chem. Soc., 1947, 890–899): MS (m+1)=426. Starting materials: CC(C)(C)OC(=O)NC1CN(C(=O)OCc2ccccc2)CC1CO, CS(=O)(=O)Cl. Product: CC(C)(C)OC(=O)NC1CN(C(=O)OCc2ccccc2)CC1COS(C)(=O)=O. RXN SMILES: [C:1]([CH3:2])([CH3:3])([CH3:4])[O:5][C:6](=[O:7])[NH:8][CH:9]1[CH2:10][N:11]([C:16](=[O:17])[O:18][CH2:19][c:20]2[cH:21][cH:22][cH:23][cH:24][cH:25]2)[CH2:12][CH:13]1[CH2:14][OH:15].[CH3:26][S:27]([Cl:28])(=[O:29])=[O:30]>>[C:1]([CH3:2])([CH3:3])([CH3:4])[O:5][C:6](=[O:7])[NH:8][CH:9]1[CH2:10][N:11]([C:16](=[O:17])[O:18][CH2:19][c:20]2[cH:21][cH:22][cH:23][cH:24][cH:25]2)[CH2:12][CH:13]1[CH2:14][O:15][S:27]([CH3:26])(=[O:29])=[O:30]. Starting materials: C([O-])([O-])=O.[K+].[K+] (potassium carbonate), CC(C#N)(C)C1=CC=C(C=C1)B1OC(C(O1)(C)C)(C)C (2-methyl-2-[4-(4,4,5,5-tetramethyl-[1,3,2]dioxaborolan-2-yl)-phenyl]-propionitrile), O (water), ClC=1C(=NC=CN1)N1CCN(CC1)CC=1C=NN(C1C)C (3′-chloro-4-(1,5-dimethyl-1H-pyrazol-4-ylmethyl)-3,4,5,6-tetrahydro-2H-[1,2′]bipyrazinyl). The reagents and catalysts are C=1C=CC(=CC1)[P](C=2C=CC=CC2)(C=3C=CC=CC3)[Pd]([P](C=4C=CC=CC4)(C=5C=CC=CC5)C=6C=CC=CC6)([P](C=7C=CC=CC7)(C=8C=CC=CC8)C=9C=CC=CC9)[P](C=1C=CC=CC1)(C=1C=CC=CC1)C=1C=CC=CC1 (tetrakis(triphenylphosphine)palladium(0)). Run in CN(C(C)=O)C (N,N-dimethylacetamide). Run at temperature 120 celsius. The product is Cl.CN1N=CC(=C1C)CN1CCN(CC1)C1=NC=CN=C1C1=CC=C(C=C1)C(C#N)(C)C (2-{4-[4-(1,5-Dimethyl-1H-pyrazol-4-ylmethyl)-3,4,5,6-tetrahydro-2H-[1,2′]bipyrazinyl-3′-yl]-phenyl}-2-methyl-propionitrile hydrochloride). Isolated yield 35.0%. As a reaction SMILES: [Cl:1][C:2]1[C:3]([N:8]2[CH2:13][CH2:12][N:11]([CH2:14][C:15]3[CH:16]=[N:17][N:18]([CH3:21])[C:19]=3[CH3:20])[CH2:10][CH2:9]2)=[N:4][CH:5]=[CH:6][N:7]=1.C(=O)([O-])[O-].[K+].[K+].[CH3:28][C:29]([C:33]1[CH:38]=[CH:37][C:36](B2OC(C)(C)C(C)(C)O2)=[CH:35][CH:34]=1)([CH3:32])[C:30]#[N:31].O>CN(C)C(=O)C.C1C=CC([P]([Pd]([P](C2C=CC=CC=2)(C2C=CC=CC=2)C2C=CC=CC=2)([P](C2C=CC=CC=2)(C2C=CC=CC=2)C2C=CC=CC=2)[P](C2C=CC=CC=2)(C2C=CC=CC=2)C2C=CC=CC=2)(C2C=CC=CC=2)C2C=CC=CC=2)=CC=1>[ClH:1].[CH3:21][N:18]1[C:19]([CH3:20])=[C:15]([CH2:14][N:11]2[CH2:12][CH2:13][N:8]([C:3]3[C:2]([C:36]4[CH:37]=[CH:38][C:33]([C:29]([CH3:32])([CH3:28])[C:30]#[N:31])=[CH:34][CH:35]=4)=[N:7][CH:6]=[CH:5][N:4]=3)[CH2:9][CH2:10]2)[CH:16]=[N:17]1 |f:1.2.3,8.9,^1:58,60,79,98|. Procedure details: Dissolve 3′-chloro-4-(1,5-dimethyl-1H-pyrazol-4-ylmethyl)-3,4,5,6-tetrahydro-2H-[1,2′]bipyrazinyl (307 mg, 1.0 mmol) in N,N-dimethylacetamide (4 mL). Add potassium carbonate (332 mg, 2.4 mmol), 2-methyl-2-[4-(4,4,5,5-tetramethyl-[1,3,2]dioxaborolan-2-yl)-phenyl]-propionitrile (300 mg, 1.2 mmol), tetrakis(triphenylphosphine)palladium(0) (0.0050 g, 0.0058 mmol), then water (2 mL) and degas with nitrogen for 10 min. Heat at 120° C. for 20 hr., then purify by SCX-2® chromatography washing with metha...